This data is from the Open Reaction Database (ORD), a public repository of structured organic reaction records. The task is: describe an organic reaction: reactants, conditions, products, and yield Product: COC=1C=C(C=CC1)C1C(C(C2=CC=CC=C12)C1=CC2=C(C=C1)OCO2)C(=O)O ((1RS,2SR,3SR)-1-(3-Methoxyphenyl)-3-(3,4-methylenedioxyphenyl)indane-2-carboxylic acid). Procedure: To a solution of ethyl(1RS)-1-hydroxy-1-(3-methoxyphenyl)-3-(3,4-methylenedioxyphenyl)-indene-2-carboxylate (150 mg, 0.35 mmol) in CH2Cl2 was added triethylsilane (67 μl, 0.42 mmol), followed by boron trifluoride etherate (213 μl, 1.73 mmol). The reaction mixture was allowed to stir for 30 min, at which time was added slowly 5% aqueous HCl. The mixture was extracted with EtOAc. The organic extract was washed successively with H2O, 5% aqueous NaHCO3, H2O and saturated aqueous NaCl and dried (MgSO... Conditions: time 30 minute. The solvent is C(Cl)Cl (CH2Cl2). Reaction SMILES: O[C:2]1([C:25]2[CH:30]=[CH:29][CH:28]=[C:27]([O:31][CH3:32])[CH:26]=2)[C:10]2[C:5](=[CH:6][CH:7]=[CH:8][CH:9]=2)[C:4]([C:11]2[CH:16]=[CH:15][C:14]3[O:17][CH2:18][O:19][C:13]=3[CH:12]=2)=[C:3]1[C:20]([O:22]CC)=[O:21].C([SiH](CC)CC)C.B(F)(F)F.CCOCC.Cl>C(Cl)Cl>[CH3:32][O:31][C:27]1[CH:26]=[C:25]([CH:2]2[C:10]3[C:5](=[CH:6][CH:7]=[CH:8][CH:9]=3)[CH:4]([C:11]3[CH:16]=[CH:15][C:14]4[O:17][CH2:18][O:19][C:13]=4[CH:12]=3)[CH:3]2[C:20]([OH:22])=[O:21])[CH:30]=[CH:29][CH:28]=1 |f:2.3|. The yield is 33.1%. Reactants: OC1(C(=C(C2=CC=CC=C12)C1=CC2=C(C=C1)OCO2)C(=O)OCC)C2=CC(=CC=C2)OC (ethyl(1RS)-1-hydroxy-1-(3-methoxyphenyl)-3-(3,4-methylenedioxyphenyl)-indene-2-carboxylate), C(C)[SiH](CC)CC (triethylsilane), Cl (HCl), B(F)(F)F.CCOCC (boron trifluoride etherate).